From a dataset of the Open Reaction Database (ORD), a public repository of structured organic reaction records. describe an organic reaction: reactants, conditions, products, and yield Starting materials: [Na+], [Na+], O=C([O-])[O-], N#Cc1cc(-c2ccccc2)c[nH]c1=O, O, O=P(Cl)(Cl)Cl. The product is N#Cc1cc(-c2ccccc2)cnc1Cl. RXN SMILES: [Na+:21].[Na+:22].[O-:23][C:24](=[O:25])[O-:26].[O:1]=[c:2]1[nH:3][cH:4][c:5](-[c:10]2[cH:11][cH:12][cH:13][cH:14][cH:15]2)[cH:6][c:7]1[C:8]#[N:9].[OH2:27].[P:16]([Cl:17])([Cl:18])([Cl:19])=[O:20]>>[c:2]1([Cl:18])[n:3][cH:4][c:5](-[c:10]2[cH:11][cH:12][cH:13][cH:14][cH:15]2)[cH:6][c:7]1[C:8]#[N:9]. The reactants are C(C)OC(CC1=CC(=CC=C1)COC1=CC=C(C=C1)I)=O ([3-(4-iodo-phenoxymethyl) -phenyl]-acetic acid ethyl ester), C(C)OC(CC1=CC(=CC=C1)COC1=CC=C(C=C1)I)=O ([3-(4-iodo-phenoxymethyl) -phenyl]-acetic acid ethyl ester), C(C)(=O)NC=1C=C(C=CC1)B(O)O (3-acetamidobenzeneboronic acid). The product is C(C)(=O)NC=1C=C(C=CC1)C1=CC=C(C=C1)OCC=1C=C(C=CC1)CC(=O)O ([3-(3′-Acetylamino-biphenyl-4-yloxymethyl)-phenyl]-acetic acid). As a reaction SMILES: C([O:3][C:4](=[O:21])[CH2:5][C:6]1[CH:11]=[CH:10][CH:9]=[C:8]([CH2:12][O:13][C:14]2[CH:19]=[CH:18][C:17](I)=[CH:16][CH:15]=2)[CH:7]=1)C.[C:22]([NH:25][C:26]1[CH:27]=[C:28](B(O)O)[CH:29]=[CH:30][CH:31]=1)(=[O:24])[CH3:23]>>[C:22]([NH:25][C:26]1[CH:31]=[C:30]([C:17]2[CH:16]=[CH:15][C:14]([O:13][CH2:12][C:8]3[CH:7]=[C:6]([CH2:5][C:4]([OH:3])=[O:21])[CH:11]=[CH:10][CH:9]=3)=[CH:19][CH:18]=2)[CH:29]=[CH:28][CH:27]=1)(=[O:24])[CH3:23]. Procedure: [3-(3′-Acetylamino-biphenyl-4-yloxymethyl)-phenyl]-acetic acid was prepared using general procedure 5 from [3-(4-iodo-phenoxymethyl)-phenyl]-acetic acid ethyl ester (of intermediate 4) and 3-acetamidobenzeneboronic acid (ASDI Incorporated, Newark, Del.). Mass spectrum MH+=376.